This data is from the Open Reaction Database (ORD), a public repository of structured organic reaction records. The task is: describe an organic reaction: reactants, conditions, products, and yield Reactants: O=C1N(CC2CN(Cc3ccccc3)CCO2)c2ccccc2C12COc1cc3c(cc12)OCCO3, O=C1N(CC2CN(Cc3ccccc3)CCO2)c2ccccc2C12COc1cc3c(cc12)OCCO3. Product: O=C1N(CC2CNCCO2)c2ccccc2C12COc1cc3c(cc12)OCCO3. Reaction SMILES: [CH2:1]([c:2]1[cH:3][cH:4][cH:5][cH:6][cH:7]1)[N:8]1[CH2:9][CH:10]([CH2:14][N:15]2[C:16](=[O:36])[C:17]3([CH2:18][O:19][c:20]4[cH:21][c:22]5[c:23]([cH:28][c:29]43)[O:24][CH2:25][CH2:26][O:27]5)[c:30]3[cH:31][cH:32][cH:33][cH:34][c:35]32)[O:11][CH2:12][CH2:13]1.[CH2:37]([N:38]1[CH2:39][CH2:40][O:41][CH:42]([CH2:43][N:44]2[c:45]3[c:46]([cH:47][cH:48][cH:49][cH:50]3)[C:51]3([c:52]4[c:53]([cH:54][c:55]5[c:60]([cH:61]4)[O:59][CH2:58][CH2:57][O:56]5)[O:62][CH2:63]3)[C:64]2=[O:65])[CH2:66]1)[c:67]1[cH:68][cH:69][cH:70][cH:71][cH:72]1>>[NH:8]1[CH2:9][CH:10]([CH2:14][N:15]2[C:16](=[O:36])[C:17]3([CH2:18][O:19][c:20]4[cH:21][c:22]5[c:23]([cH:28][c:29]43)[O:24][CH2:25][CH2:26][O:27]5)[c:30]3[cH:31][cH:32][cH:33][cH:34][c:35]32)[O:11][CH2:12][CH2:13]1. Reactants: COC(=O)c1ccc2[nH]c(COc3ccc([N+](=O)[O-])cc3)nc2c1, CC(=O)O, Cl. Product: O=C(O)c1ccc2[nH]c(COc3ccc([N+](=O)[O-])cc3)nc2c1. As a reaction SMILES: [CH3:1][O:2][C:3](=[O:4])[c:5]1[cH:6][c:7]2[c:8]([nH:9][c:10]([CH2:12][O:13][c:14]3[cH:15][cH:16][c:17]([N+:20](=[O:21])[O-:22])[cH:18][cH:19]3)[n:11]2)[cH:23][cH:24]1.[CH3:26][C:27](=[O:28])[OH:29].[ClH:25]>>[O:2]=[C:3]([OH:4])[c:5]1[cH:6][c:7]2[c:8]([nH:9][c:10]([CH2:12][O:13][c:14]3[cH:15][cH:16][c:17]([N+:20](=[O:21])[O-:22])[cH:18][cH:19]3)[n:11]2)[cH:23][cH:24]1.